The task is: describe an organic reaction: reactants, conditions, products, and yield. This data is from the Open Reaction Database (ORD), a public repository of structured organic reaction records. Reactants: C, Cc1cc([N+](=O)[O-])cc(C)c1Oc1ccc2[nH]nc(C(C)C)c2c1, CCO, [Pd]. The product is Cc1cc(N)cc(C)c1Oc1ccc2[nH]nc(C(C)C)c2c1. As a reaction SMILES: [C:25].[CH3:1][c:2]1[c:3]([O:4][c:5]2[cH:6][c:7]3[c:8]([CH:14]([CH3:15])[CH3:16])[n:9][nH:10][c:11]3[cH:12][cH:13]2)[c:17]([CH3:24])[cH:18][c:19]([N+:21]([O-:22])=[O:23])[cH:20]1.[CH3:27][CH2:28][OH:29].[Pd:26]>>[CH3:1][c:2]1[c:3]([O:4][c:5]2[cH:6][c:7]3[c:8]([CH:14]([CH3:15])[CH3:16])[n:9][nH:10][c:11]3[cH:12][cH:13]2)[c:17]([CH3:24])[cH:18][c:19]([NH2:21])[cH:20]1. The reactants are [BH4-], C1CCOC1, CO, FC(F)(F)c1cc(COC2CCC3NC2(c2ccccc2)CC3c2cnnn2CSc2ccccc2)cc(C(F)(F)F)c1, FC(F)(F)c1cc(COC2CCC3NC2(c2ccccc2)CC3c2cn(CSc3ccccc3)nn2)cc(C(F)(F)F)c1, [Na+], Cl[Ni]Cl, O, O, O, O, O, O. Yields the product Cn1cc(C2CC3(c4ccccc4)NC2CCC3OCc2cc(C(F)(F)F)cc(C(F)(F)F)c2)nn1. Reaction SMILES: [BH4-:87].[CH2:91]1[O:92][CH2:93][CH2:94][CH2:95]1.[CH3:89][OH:90].[F:1][C:2]([F:3])([F:4])[c:5]1[cH:6][c:7]([CH2:8][O:9][CH:10]2[CH2:11][CH2:12][CH:13]3[NH:14][C:15]2([c:16]2[cH:17][cH:18][cH:19][cH:20][cH:21]2)[CH2:22][CH:23]3[c:24]2[n:25]([CH2:26][S:27][c:28]3[cH:29][cH:30][cH:31][cH:32][cH:33]3)[n:34][n:35][cH:36]2)[cH:37][c:38]([C:39]([F:40])([F:41])[F:42])[cH:43]1.[F:44][C:45]([c:46]1[cH:47][c:48]([CH2:56][O:57][CH:58]2[C:59]3([c:79]4[cH:80][cH:81][cH:82][cH:83][cH:84]4)[CH2:60][CH:61]([c:66]4[cH:67][n:68]([CH2:71][S:72][c:73]5[cH:74][cH:75][cH:76][cH:77][cH:78]5)[n:69][n:70]4)[CH:62]([CH2:63][CH2:64]2)[NH:65]3)[cH:49][c:50]([C:52]([F:53])([F:54])[F:55])[cH:51]1)([F:85])[F:86].[Na+:88].[Ni:102]([Cl:103])[Cl:104].[OH2:100].[OH2:101].[OH2:96].[OH2:97].[OH2:98].[OH2:99]>>[F:44][C:45]([c:46]1[cH:47][c:48]([CH2:56][O:57][CH:58]2[C:59]3([c:79]4[cH:80][cH:81][cH:82][cH:83][cH:84]4)[CH2:60][CH:61]([c:66]4[cH:67][n:68]([CH3:71])[n:69][n:70]4)[CH:62]([CH2:63][CH2:64]2)[NH:65]3)[cH:49][c:50]([C:52]([F:53])([F:54])[F:55])[cH:51]1)([F:85])[F:86]. Reactants: Cl (HCl), FC(C1=NN=C2N1CCC(C2)C(=O)OCC)(F)F (ethyl 3-(trifluoromethyl)-5,6,7,8-tetrahydro-[1,2,4]triazolo[4,3-a]pyridine-7-carboxylate), O[Li].O (LiOH.H2O). Solvent: C1CCOC1 (THF), O (water). Run at time 2 hour. Product: FC(C1=NN=C2N1CCC(C2)C(=O)O)(F)F (3-(trifluoromethyl)-5,6,7,8-tetrahydro-[1,2,4]triazolo[4,3-a]pyridine-7-carboxylic acid). Reaction SMILES: [F:1][C:2]([F:18])([F:17])[C:3]1[N:7]2[CH2:8][CH2:9][CH:10]([C:12]([O:14]CC)=[O:13])[CH2:11][C:6]2=[N:5][N:4]=1.O[Li].O.Cl>C1COCC1.O>[F:18][C:2]([F:1])([F:17])[C:3]1[N:7]2[CH2:8][CH2:9][CH:10]([C:12]([OH:14])=[O:13])[CH2:11][C:6]2=[N:5][N:4]=1 |f:1.2|. Procedure: To a solution of ethyl 3-(trifluoromethyl)-5,6,7,8-tetrahydro-[1,2,4]triazolo[4,3-a]pyridine-7-carboxylate (2.28 g, 8.662 mmol) in THF (17 mL) was added 4N LiOH.H2O (726.9 mg, 17.324 mmol) in water (4 mL), then the mixture was stirred at room temperature for 2 h, then acidified with 1N HCl to pH=3. The resulting mixture was extracted with EA and the aqueous phase was directly drying to give 3-(trifluoromethyl)-5,6,7,8-tetrahydro-[1,2,4]triazolo[4,3-a]pyridine-7-carboxylic acid without further pu... The reactants are C(C=C)C1=C(C=C(C=C1)N1C(C2=C(C1=O)CCCC2)=O)O (N-(4-allyl-3-hydroxyphenyl)-3,4,5,6-tetrahydrophthalimide), C1(=CC=C(C=C1)S(=O)(=O)O)C (p-toluenesulfonic acid), C([O-])(O)=O.[Na+] (sodium bicarbonate). The solvent is C=1(C(=CC=CC1)C)C (xylene). Yields the product CC1OC2=C(C1)C=CC(=C2)N2C(C1=C(C2=O)CCCC1)=O (N-(2,3-dihydro-2-methyl-6-benzofuranyl)-3,4,5,6-tetrahydrophthalimide). Reaction SMILES: [CH2:1]([C:4]1[CH:9]=[CH:8][C:7]([N:10]2[C:14](=[O:15])[C:13]3[CH2:16][CH2:17][CH2:18][CH2:19][C:12]=3[C:11]2=[O:20])=[CH:6][C:5]=1[OH:21])[CH:2]=[CH2:3].C1(C)C=CC(S(O)(=O)=O)=CC=1.C(=O)(O)[O-].[Na+]>C1(C)C(C)=CC=CC=1>[CH3:3][CH:2]1[CH2:1][C:4]2[CH:9]=[CH:8][C:7]([N:10]3[C:11](=[O:20])[C:12]4[CH2:19][CH2:18][CH2:17][CH2:16][C:13]=4[C:14]3=[O:15])=[CH:6][C:5]=2[O:21]1 |f:2.3|. Reported procedure: A mixture of 0.20 g of 1C, 100 mg of p-toluenesulfonic acid (PTSA), and 10 mL of xylene was refluxed for 24 hours, then cooled and poured into a saturated aqueous solution of sodium bicarbonate. The resulting mixture was extracted with ethyl acetate, and the extract was washed in succession with sodium bicarbonate solution, water and brine, dried (Na2SO4) and filtered. The solvent was evaporated and the residue was chromatographed on a Chromatotron™ plate, starting with a 3:17 v:v mixture of eth... Reactants: COC, CC#N, CC(C)CCON=O, Cl[Cu]Cl, Cl, Nc1nc2ccc(OC(F)(F)F)cc2s1. Product: FC(F)(F)Oc1ccc2nc(Cl)sc2c1. As a reaction SMILES: [CH3:1][O:2][CH3:3].[CH3:28][C:29]#[N:30].[CH3:4][CH:5]([CH2:6][CH2:7][O:8][N:9]=[O:10])[CH3:11].[Cl:31][Cu:32][Cl:33].[ClH:27].[F:12][C:13]([O:14][c:15]1[cH:16][c:17]2[c:18]([n:19][c:20]([NH2:22])[s:21]2)[cH:23][cH:24]1)([F:25])[F:26]>>[F:12][C:13]([O:14][c:15]1[cH:16][c:17]2[c:18]([n:19][c:20]([Cl:27])[s:21]2)[cH:23][cH:24]1)([F:25])[F:26]. The reactants are CC=1C=C(C=CC1OC1=CC(=CC=C1)OC(F)(F)F)NC=1C2=C(N=CN1)C=CN2CCNC(OC(C)(C)C)=O (tert-Butyl {2-[4-({3-methyl-4-[3-(trifluoromethoxy)phenoxy]phenyl}amino)-5H-pyrrolo[3,2-d]pyrimidin-5-yl]ethyl}carbamate), FC(C(=O)O)(F)F (trifluoroacetic acid). Solvent: ClCCl (dichloromethane). Reaction conditions: time 2 hour. The product is NCCN1C=CC=2N=CN=C(C21)NC2=CC(=C(C=C2)OC2=CC(=CC=C2)OC(F)(F)F)C (5-(2-aminoethyl)-N-{3-methyl-4-[3-(trifluoromethoxy)phenoxy]phenyl}-5H-pyrrolo[3,2-d]pyrimidin-4-amine). The yield is 98.4%. As a reaction SMILES: [CH3:1][C:2]1[CH:3]=[C:4]([NH:20][C:21]2[C:22]3[N:29]([CH2:30][CH2:31][NH:32]C(=O)OC(C)(C)C)[CH:28]=[CH:27][C:23]=3[N:24]=[CH:25][N:26]=2)[CH:5]=[CH:6][C:7]=1[O:8][C:9]1[CH:14]=[CH:13][CH:12]=[C:11]([O:15][C:16]([F:19])([F:18])[F:17])[CH:10]=1.FC(F)(F)C(O)=O>ClCCl>[NH2:32][CH2:31][CH2:30][N:29]1[C:22]2[C:21]([NH:20][C:4]3[CH:5]=[CH:6][C:7]([O:8][C:9]4[CH:14]=[CH:13][CH:12]=[C:11]([O:15][C:16]([F:18])([F:19])[F:17])[CH:10]=4)=[C:2]([CH3:1])[CH:3]=3)=[N:26][CH:25]=[N:24][C:23]=2[CH:27]=[CH:28]1. Reported procedure: tert-Butyl {2-[4-({3-methyl-4-[3-(trifluoromethoxy)phenoxy]phenyl}amino)-5H-pyrrolo[3,2-d]pyrimidin-5-yl]ethyl}carbamate (523 mg) was dissolved in dichloromethane (6.4 mL), trifluoroacetic acid (4.8 mL) was added, and the mixture was stirred at room temperature for 2 hrs. The reaction mixture was concentrated under reduced pressure, and the residue was diluted with ethyl acetate (50 mL), and washed with aqueous sodium hydrogen carbonate (40 mL). The organic layer was separated, dried over magnes... The reactants are Cl (HCl), C(C)N(CC)CC1=CC=CC(=N1)NC(=O)NC=1N=C(SC1)C1CCNCC1 (1-(6-diethylaminomethyl-pyridin-2-yl)-3-(2-piperidin-4-yl-thiazol-4-yl)urea), CO (MeOH). Run in CCOCC (Et2O). Reaction conditions: time 3 hour. Product: Cl.C(C)N(CC)CC1=CC=CC(=N1)NC(=O)NC=1N=C(SC1)C1CCNCC1 (1-(6-Diethylaminomethyl-pyridin-2-yl)-3-(2-piperidin-4-yl-thiazol-4-yl)urea Hydrochloride). As a reaction SMILES: [ClH:1].[CH2:2]([N:4]([CH2:7][C:8]1[N:13]=[C:12]([NH:14][C:15]([NH:17][C:18]2[N:19]=[C:20]([CH:23]3[CH2:28][CH2:27][NH:26][CH2:25][CH2:24]3)[S:21][CH:22]=2)=[O:16])[CH:11]=[CH:10][CH:9]=1)[CH2:5][CH3:6])[CH3:3].CO>CCOCC>[ClH:1].[CH2:2]([N:4]([CH2:7][C:8]1[N:13]=[C:12]([NH:14][C:15]([NH:17][C:18]2[N:19]=[C:20]([CH:23]3[CH2:28][CH2:27][NH:26][CH2:25][CH2:24]3)[S:21][CH:22]=2)=[O:16])[CH:11]=[CH:10][CH:9]=1)[CH2:5][CH3:6])[CH3:3] |f:4.5|. Reported procedure: HCl (27 μL, 0.026 mmol, 1.0 M soln in Et2O) was added to 1-(6-diethylaminomethyl-pyridin-2-yl)-3-(2-piperidin-4-yl-thiazol-4-yl)urea (11 mg, 0.026 mmol, Example 179) in a solution of MeOH (1 mL) and the resulting mixture stirred 3 h. Concentration in vacuo gave a yellow solid. Starting materials: BrCC(=O)C1=CC(=C(C=C1)Br)S(N)(=O)=O (2,4'-dibromo-3'-sulfamoylacetophenone), S(=O)=O (sulfur-dioxide), NC=1C=C(C=CC1Br)C(C)=O (3'-amino-4'-bromoacetophenone), N(=O)[O-].[Na+] (sodium nitrite), Cl (hydrochloric acid), copper-II-chloride-dihydrate. Run in O (water). The product is BrC1=C(C=C(C=C1)C(C)=O)S(=O)(=O)Cl (4'-bromo-3'-chlorosulfonylacetophenone). Reaction SMILES: Br[CH2:2][C:3]([C:5]1[CH:10]=[CH:9][C:8]([Br:11])=[C:7]([S:12](=[O:15])(=[O:14])N)[CH:6]=1)=[O:4].NC1C=C(C(=O)C)C=CC=1Br.N([O-])=O.[Na+].S(=O)=O.[ClH:34]>O>[Br:11][C:8]1[CH:9]=[CH:10][C:5]([C:3](=[O:4])[CH3:2])=[CH:6][C:7]=1[S:12]([Cl:34])(=[O:15])=[O:14] |f:2.3|. Procedure: (Preparation of 2,4'-dibromo-3'-sulfamoylacetophenone: 5.35 g of 3'-amino-4'-bromoacetophenone, melting point: 113° C, were diazotized in 50 ml of semi-concentrated hydrochloric acid with 1.75 g of sodium nitrite at 0° - 5° C and then decomposed according to Meerwein with 62 ml of sulfur-dioxide-saturated glacial acetic acid solution and 2 g of copper-II-chloride-dihydrate. After the addition of 62 ml of water, the 4'-bromo-3'-chlorosulfonylacetophenone was obtained which melted at 107° C and co... Reactants: CC1=NOC(=C1)CP(OCC)(=O)OCC (diethyl (3-methyl-isoxazol-5-yl)-methanephosphonate), ice water, [H-].[Na+] (sodium hydride), COC(C)OC1=C(C=O)C=CC=C1 (o-(1-methoxyethoxy)-benzaldehyde). Solvent: paraffin, CS(=O)C (dimethylsulfoxide). Run at time 30 minute. Yields the product CC1=NOC(=C1)C=CC1=C(C=CC=C1)O (3-Methyl-5-(2-hydroxy-styryl)-isoxazole). As a reaction SMILES: [H-].[Na+].[CH3:3][C:4]1[CH:8]=[C:7]([CH2:9]P(OCC)(=O)OCC)[O:6][N:5]=1.COC([O:22][C:23]1[CH:30]=[CH:29][CH:28]=[CH:27][C:24]=1[CH:25]=O)C>CS(C)=O>[CH3:3][C:4]1[CH:8]=[C:7]([CH:9]=[CH:25][C:24]2[CH:27]=[CH:28][CH:29]=[CH:30][C:23]=2[OH:22])[O:6][N:5]=1 |f:0.1|. Procedure: 8.8 g (0.2 mole) of a 55% strength suspension of sodium hydride in paraffin oil are introduced into 100 ml of absolute dimethylsulfoxide. 47 g (0.2 mole) of diethyl (3-methyl-isoxazol-5-yl)-methanephosphonate are added dropwise at room temperature. The mixture is then stirred for 30 minutes, after which 36 g (0.2 mole) of o-(1-methoxyethoxy)-benzaldehyde are added dropwise, with continued stirring. The reaction mixture is then stirred for 24 hours at room temperature and is poured onto 1 liter o... Starting materials: OC1=CC(=C(C(=C1)C)C1=CC(=CC=C1)C=O)C (4′-hydroxy-2′,6′-dimethylbiphenyl-3-carbaldehyde), COCCl (chloromethyl methyl ether), C([O-])([O-])=O.[K+].[K+] (potassium carbonate), [I-].[K+] (potassium iodide). Run in CN(C=O)C (N,N-dimethylformamide), C(C)(=O)OCC (ethyl acetate). Conditions: temperature 70 celsius, time 20 hour. Yields the product COCOC1=CC(=C(C(=C1)C)C1=CC(=CC=C1)C=O)C (4′-(methoxymethoxy)-2′,6′-dimethylbiphenyl-3-carbaldehyde). The yield is 31.6%. RXN SMILES: [OH:1][C:2]1[CH:7]=[C:6]([CH3:8])[C:5]([C:9]2[CH:14]=[CH:13][CH:12]=[C:11]([CH:15]=[O:16])[CH:10]=2)=[C:4]([CH3:17])[CH:3]=1.[CH3:18][O:19][CH2:20]Cl.C(=O)([O-])[O-].[K+].[K+].[I-].[K+]>CN(C)C=O.C(OCC)(=O)C>[CH3:18][O:19][CH2:20][O:1][C:2]1[CH:7]=[C:6]([CH3:8])[C:5]([C:9]2[CH:14]=[CH:13][CH:12]=[C:11]([CH:15]=[O:16])[CH:10]=2)=[C:4]([CH3:17])[CH:3]=1 |f:2.3.4,5.6|. Procedure details: A mixture of 4′-hydroxy-2′,6′-dimethylbiphenyl-3-carbaldehyde (4.5 g, 19.9 mmol), chloromethyl methyl ether (2.3 mL, 30.3 mmol), potassium carbonate (5.5 g, 39.8 mmol) and potassium iodide (0.66 g, 3.98 mmol) in N,N-dimethylformamide (50 mL) was stirred at 70° C. for 20 hrs. The reaction solution was diluted with ethyl acetate, washed successively with aqueous citric acid solution, water and saturated brine, dried over magnesium sulfate, and concentrated under reduced pressure. The obtained resi...